From a dataset of the Open Reaction Database (ORD), a public repository of structured organic reaction records. describe an organic reaction: reactants, conditions, products, and yield The reactants are CS(=O)(=O)O (methanesulfonic acid), C(C)(C)OC1=C(C=C(C=C1OC)C1=CC=C(C(=O)N2CCN(CC2)CCCN2CCN(CC2)C(C2=CC=C(C=C2)C2=CC(=C(C(=C2)OC)OC(C)C)OC)=O)C=C1)OC (1,3-bis[4-[4-(4-isopropoxy-3,5-dimethoxyphenyl) benzoyl]-l-piperazinyl]propane), COC(C)(C)C (t-Butyl methyl ether). The solvent is C(C)(C)O (isopropanol), C(C)(C)O (isopropanol). Run at temperature 50 celsius, time 30 minute. Product: CS(=O)(=O)O.CS(=O)(=O)O.C(C)(C)OC1=C(C=C(C=C1OC)C1=CC=C(C(=O)N2CCN(CC2)CCCN2CCN(CC2)C(C2=CC=C(C=C2)C2=CC(=C(C(=C2)OC)OC(C)C)OC)=O)C=C1)OC (1,3-bis[4-[4-(4-isopropoxy-3,5-dimethoxyphenyl)benzoyl]-1-piperazinyl]propane dimethanesulfonate). The yield is 89.6%. Reaction SMILES: [CH:1]([O:4][C:5]1[C:10]([O:11][CH3:12])=[CH:9][C:8]([C:13]2[CH:57]=[CH:56][C:16]([C:17]([N:19]3[CH2:24][CH2:23][N:22]([CH2:25][CH2:26][CH2:27][N:28]4[CH2:33][CH2:32][N:31]([C:34](=[O:55])[C:35]5[CH:40]=[CH:39][C:38]([C:41]6[CH:46]=[C:45]([O:47][CH3:48])[C:44]([O:49][CH:50]([CH3:52])[CH3:51])=[C:43]([O:53][CH3:54])[CH:42]=6)=[CH:37][CH:36]=5)[CH2:30][CH2:29]4)[CH2:21][CH2:20]3)=[O:18])=[CH:15][CH:14]=2)=[CH:7][C:6]=1[O:58][CH3:59])([CH3:3])[CH3:2].[CH3:60][S:61]([OH:64])(=[O:63])=[O:62].COC(C)(C)C>C(O)(C)C>[CH3:60][S:61]([OH:64])(=[O:63])=[O:62].[CH3:60][S:61]([OH:64])(=[O:63])=[O:62].[CH:50]([O:49][C:44]1[C:45]([O:47][CH3:48])=[CH:46][C:41]([C:38]2[CH:39]=[CH:40][C:35]([C:34]([N:31]3[CH2:32][CH2:33][N:28]([CH2:27][CH2:26][CH2:25][N:22]4[CH2:23][CH2:24][N:19]([C:17](=[O:18])[C:16]5[CH:15]=[CH:14][C:13]([C:8]6[CH:7]=[C:6]([O:58][CH3:59])[C:5]([O:4][CH:1]([CH3:2])[CH3:3])=[C:10]([O:11][CH3:12])[CH:9]=6)=[CH:57][CH:56]=5)[CH2:20][CH2:21]4)[CH2:29][CH2:30]3)=[O:55])=[CH:36][CH:37]=2)=[CH:42][C:43]=1[O:53][CH3:54])([CH3:51])[CH3:52] |f:4.5.6|. Procedure: A solution of 5.90 g (7.29 mmol) of 1,3-bis[4-[4-(4-isopropoxy-3,5-dimethoxyphenyl) benzoyl]-l-piperazinyl]propane in isopropanol (90 mL) was heated to 50° C. and a solution of 1.41 g (14.7 mmol) of methanesulfonic acid in isopropanol (30 mL) was added. t-Butyl methyl ether (30 mL) was added and the mixture was stirred for 5 minutes at 50° C., for 30 minutes at room temperature, then for 30 minutes in an ice bath. Precipitates were collected by filtration and washed with t-butyl methyl ether to ... Reagents/catalysts: [C].[Pd] (palladium carbon). Run in C(C)O (ethanol). Starting materials: C(C1=CC=CC=C1)NC=1C(=C(C2=C(C(C(O2)(C)C)C2=CC=C(C=C2)C)C1)C)C (N-benzyl-2,2,6,7-tetramethyl-3-(4-methylphenyl)-2,3-dihydro-1-benzofuran-5-amine), Example 138, Cl (hydrochloric acid). Conditions: time 2 hour. Procedure details: To a solution of N-benzyl-2,2,6,7-tetramethyl-3-(4-methylphenyl)-2,3-dihydro-1-benzofuran-5-amine obtained in Reference Example 138 (6.60 g, 17.8 mmol) in ethanol (70 mL) was added 12 N hydrochloric acid (0.1 mL) and 10%-palladium carbon (hydrous 50%, 0.33 g), and the mixture was stirred under hydrogen condition of 5 atmosphere pressure at room temperature for 2 hours. The catalyst is filtered off, and the solution was concentrated under reduced pressure. The residue was diluted with ethyl aceta... Reaction SMILES: C([NH:8][C:9]1[C:10]([CH3:28])=[C:11]([CH3:27])[C:12]2[O:16][C:15]([CH3:18])([CH3:17])[CH:14]([C:19]3[CH:24]=[CH:23][C:22]([CH3:25])=[CH:21][CH:20]=3)[C:13]=2[CH:26]=1)C1C=CC=CC=1.Cl>C(O)C.[C].[Pd]>[CH3:17][C:15]1([CH3:18])[CH:14]([C:19]2[CH:20]=[CH:21][C:22]([CH3:25])=[CH:23][CH:24]=2)[C:13]2[CH:26]=[C:9]([NH2:8])[C:10]([CH3:28])=[C:11]([CH3:27])[C:12]=2[O:16]1 |f:3.4|. The yield is 88.0%. Product: CC1(OC2=C(C1C1=CC=C(C=C1)C)C=C(C(=C2C)C)N)C (2,2,6,7-Tetramethyl-3-(4-methylphenyl)-2,3-dihydro-1-benzofuran-5-amine). Reactants: ClC1=NC=C(C=C1C(=O)N[C@@H](C)C1=CC=C(C(=O)OC)C=C1)Cl (Methyl 4-((1S)-1-{[(2,5-dichloropyridin-3-yl)carbonyl]amino}ethyl)benzoate), FC1=C(C=CC(=C1)F)O (2,4-difluorophenol). Product: ClC=1C=C(C(=NC1)OC1=C(C=C(C=C1)F)F)C(=O)N[C@@H](C)C1=CC=C(C(=O)OC)C=C1 (Methyl 4-[(1S)-1-({[5-chloro-2-(2,4-difluorophenoxy)pyridin-3-yl]carbonyl}amino)ethyl]benzoate). As a reaction SMILES: Cl[C:2]1[C:7]([C:8]([NH:10][C@H:11]([C:13]2[CH:22]=[CH:21][C:16]([C:17]([O:19][CH3:20])=[O:18])=[CH:15][CH:14]=2)[CH3:12])=[O:9])=[CH:6][C:5]([Cl:23])=[CH:4][N:3]=1.[F:24][C:25]1[CH:30]=[C:29]([F:31])[CH:28]=[CH:27][C:26]=1[OH:32]>>[Cl:23][C:5]1[CH:6]=[C:7]([C:8]([NH:10][C@H:11]([C:13]2[CH:22]=[CH:21][C:16]([C:17]([O:19][CH3:20])=[O:18])=[CH:15][CH:14]=2)[CH3:12])=[O:9])[C:2]([O:32][C:26]2[CH:27]=[CH:28][C:29]([F:31])=[CH:30][C:25]=2[F:24])=[N:3][CH:4]=1. Reported procedure: The title compound was prepared according to the procedure described in step 2 of Example 48 from methyl 4-((1S)-1-{[(2,5-dichloropyridin-3-yl)carbonyl]amino}ethyl)benzoate (step 1 of Example 48) and 2,4-difluorophenol: 1H-NMR (CDCl3) δ 8.54 (1H, d, J=2.7 Hz), 8.11 (1H, d, J=2.7 Hz), 8.05–7.98 (3H, m), 7.44 (2H, d, J=8.6 Hz), 7.35–7.27 (1H, m), 7.06–6.93 (2H, m), 5.442–5.32 (1H, m), 3.90 (3H, s), 1.61 (3H, d, J=7.0 Hz); MS (ESI) m/z 447 (M+H)+, 445 (M−H)−. Starting materials: CC(C)(C)[Si](C)(C)OCC1OC(n2cnc3c(N)nc(-c4cnn(Cc5ccccc5)c4)nc32)C(O[Si](C)(C)C(C)(C)C)C1O[Si](C)(C)C(C)(C)C, Cc1n[nH]cc1I, Ic1ccc(Cc2cc[nH]n2)cc1. Yields the product Cn1cc(-c2nc(N)c3ncn(C4OC(CO[Si](C)(C)C(C)(C)C)C(O[Si](C)(C)C(C)(C)C)C4O[Si](C)(C)C(C)(C)C)c3n2)cn1. As a reaction SMILES: [CH3:1][Si:2]([C:3]([CH3:4])([CH3:5])[CH3:6])([O:7][CH:8]1[CH:9]([n:30]2[c:31]3[n:32][c:33](-[c:40]4[cH:41][n:42][n:43]([CH2:45][c:46]5[cH:47][cH:48][cH:49][cH:50][cH:51]5)[cH:44]4)[n:34][c:35]([NH2:39])[c:36]3[n:37][cH:38]2)[O:10][CH:11]([CH2:21][O:22][Si:23]([C:24]([CH3:25])([CH3:26])[CH3:27])([CH3:28])[CH3:29])[CH:12]1[O:13][Si:14]([C:15]([CH3:16])([CH3:17])[CH3:18])([CH3:19])[CH3:20])[CH3:52].[I:53][c:54]1[c:55]([CH3:56])[n:57][nH:58][cH:59]1.[I:60][c:61]1[cH:62][cH:63][c:64]([CH2:65][c:66]2[cH:67][cH:68][nH:69][n:70]2)[cH:71][cH:72]1>>[CH3:1][Si:2]([C:3]([CH3:4])([CH3:5])[CH3:6])([O:7][CH:8]1[CH:9]([n:30]2[c:31]3[n:32][c:33](-[c:40]4[cH:41][n:42][n:43]([CH3:45])[cH:44]4)[n:34][c:35]([NH2:39])[c:36]3[n:37][cH:38]2)[O:10][CH:11]([CH2:21][O:22][Si:23]([C:24]([CH3:25])([CH3:26])[CH3:27])([CH3:28])[CH3:29])[CH:12]1[O:13][Si:14]([C:15]([CH3:16])([CH3:17])[CH3:18])([CH3:19])[CH3:20])[CH3:52]. Reactants: CC1(C)C(=O)N(Br)C(=O)N1Br, ClCCl, c1cn(C2CC2)cn1. The product is Brc1cncn1C1CC1. As a reaction SMILES: [Br:9][N:10]1[C:11]([CH3:12])([CH3:13])[C:14](=[O:15])[N:16]([Br:17])[C:18]1=[O:19].[CH2:20]([Cl:21])[Cl:22].[CH:1]1([n:4]2[cH:5][n:6][cH:7][cH:8]2)[CH2:2][CH2:3]1>>[CH:1]1([n:4]2[cH:5][n:6][cH:7][c:8]2[Br:9])[CH2:2][CH2:3]1. The reactants are Cl.NO (hydroxylamine hydrochloride), aqueous solution, [OH-].[Na+] (sodium hydroxide), C(=O)C1=NC2=CC=C(C=C2C(=N1)NCC1=CC2=C(C=C1)OCO2)Cl (2-formyl-4-(3,4-methylenedioxybenzyl)amino-6-cloroquinazoline). The solvent is C(C)O (ethanol). Conditions: temperature 60 celsius, time 30 minute. Yields the product ON=CC1=NC2=CC=C(C=C2C(=N1)NCC1=CC2=C(C=C1)OCO2)Cl (2-Hydroxyiminomethyl-4-(3,4-methylenedioxybenzyl)amino-6-chloroquinazoline). The yield is 95.7%. Reaction SMILES: Cl.[NH2:2][OH:3].[OH-].[Na+].[CH:6]([C:8]1[N:17]=[C:16]([NH:18][CH2:19][C:20]2[CH:25]=[CH:24][C:23]3[O:26][CH2:27][O:28][C:22]=3[CH:21]=2)[C:15]2[C:10](=[CH:11][CH:12]=[C:13]([Cl:29])[CH:14]=2)[N:9]=1)=O>C(O)C>[OH:3][N:2]=[CH:6][C:8]1[N:17]=[C:16]([NH:18][CH2:19][C:20]2[CH:25]=[CH:24][C:23]3[O:26][CH2:27][O:28][C:22]=3[CH:21]=2)[C:15]2[C:10](=[CH:11][CH:12]=[C:13]([Cl:29])[CH:14]=2)[N:9]=1 |f:0.1,2.3|. Procedure: 0.60 g of hydroxylamine hydrochloride and 3.0 ml of a 1N aqueous solution of sodium hydroxide were added to a solution of 1.00 g (2.93 mmol) of 2-formyl-4-(3,4-methylenedioxybenzyl)amino-6-cloroquinazoline in 30 ml of ethanol. The obtained mixture was stirred at 60° C. for 30 minutes and cooled by allowing to stand. The crystal thus precipitated was recovered by filtration, washed with ethanol and n-hexane and air-dried to give 1.00 g of the title compound as a white crystal. Reactants: Cc1ccccc1-c1cc(=O)c2cc(OCc3ccccc3)ccc2o1, CCOC(C)=O, [Pd]. Product: Cc1ccccc1-c1cc(=O)c2cc(O)ccc2o1. Reaction SMILES: [CH2:1]([c:2]1[cH:3][cH:4][cH:5][cH:6][cH:7]1)[O:8][c:9]1[cH:10][c:11]2[c:12](=[O:26])[cH:13][c:14](-[c:19]3[c:20]([CH3:25])[cH:21][cH:22][cH:23][cH:24]3)[o:15][c:16]2[cH:17][cH:18]1.[CH3:27][CH2:28][O:29][C:30](=[O:31])[CH3:32].[Pd:33]>>[OH:8][c:9]1[cH:10][c:11]2[c:12](=[O:26])[cH:13][c:14](-[c:19]3[c:20]([CH3:25])[cH:21][cH:22][cH:23][cH:24]3)[o:15][c:16]2[cH:17][cH:18]1. Starting materials: Br, CS(=O)(=O)OCC1COc2cc(OCc3ccccc3)ccc2O1, CC#N, Oc1cccc(C2CCCNC2)c1, [Na+], O=C([O-])O. Yields the product Oc1cccc(C2CCCN(CC3COc4cc(OCc5ccccc5)ccc4O3)C2)c1. As a reaction SMILES: [BrH:38].[CH2:1]([c:2]1[cH:3][cH:4][cH:5][cH:6][cH:7]1)[O:8][c:9]1[cH:10][c:11]2[c:12]([cH:23][cH:24]1)[O:13][CH:14]([CH2:17][O:18][S:19]([CH3:20])(=[O:21])=[O:22])[CH2:15][O:16]2.[CH3:44][C:45]#[N:46].[NH:25]1[CH2:26][CH:27]([c:31]2[cH:32][c:33]([OH:37])[cH:34][cH:35][cH:36]2)[CH2:28][CH2:29][CH2:30]1.[Na+:43].[O-:39][C:40]([OH:41])=[O:42]>>[CH2:1]([c:2]1[cH:3][cH:4][cH:5][cH:6][cH:7]1)[O:8][c:9]1[cH:10][c:11]2[c:12]([cH:23][cH:24]1)[O:13][CH:14]([CH2:17][N:25]1[CH2:26][CH:27]([c:31]3[cH:32][c:33]([OH:37])[cH:34][cH:35][cH:36]3)[CH2:28][CH2:29][CH2:30]1)[CH2:15][O:16]2. The reactants are CC#CC(=O)O, CC(C)COC(=O)Cl, CN1CCOCC1, Nc1cccc(Oc2ccc3nc(NC(=O)C4CC4)cn3n2)c1, [Na+], C1CCOC1, O=C([O-])O, c1ccncc1. Yields the product CC#CC(=O)Nc1cccc(Oc2ccc3nc(NC(=O)C4CC4)cn3n2)c1. As a reaction SMILES: [C:1]([C:2]#[C:3][CH3:4])(=[O:5])[OH:6].[C:7]([Cl:8])(=[O:9])[O:10][CH2:11][CH:12]([CH3:13])[CH3:14].[CH3:15][N:16]1[CH2:17][CH2:18][O:19][CH2:20][CH2:21]1.[NH2:22][c:23]1[cH:24][c:25]([O:26][c:27]2[cH:28][cH:29][c:30]3[n:31]([n:32]2)[cH:33][c:34]([NH:36][C:37](=[O:38])[CH:39]2[CH2:40][CH2:41]2)[n:35]3)[cH:42][cH:43][cH:44]1.[Na+:45].[O:50]1[CH2:51][CH2:52][CH2:53][CH2:54]1.[OH:46][C:47](=[O:48])[O-:49].[cH:55]1[cH:56][cH:57][n:58][cH:59][cH:60]1>>[C:1]([C:2]#[C:3][CH3:4])(=[O:5])[NH:22][c:23]1[cH:24][c:25]([O:26][c:27]2[cH:28][cH:29][c:30]3[n:31]([n:32]2)[cH:33][c:34]([NH:36][C:37](=[O:38])[CH:39]2[CH2:40][CH2:41]2)[n:35]3)[cH:42][cH:43][cH:44]1.